Dataset: the Open Reaction Database (ORD), a public repository of structured organic reaction records. Task: describe an organic reaction: reactants, conditions, products, and yield The reactants are [OH-].[K+] (KOH), [OH-].[Na+] (sodium hydroxide), CC1(CC(CC(C1)=O)=O)C (5,5-Dimethyl-1,3-cyclohexandione), C(C)OC(C(CBr)=O)=O (3-bromo-2-oxo-propionic acid ethyl ester), Cl (HCl). Run in CO (methanol), CO (methanol), CO (methanol). Conditions: temperature 0 celsius, time 16 hour. Yields the product CC1(CC2=C(C(=CO2)C(=O)O)C(C1)=O)C (6,6-Dimethyl-4-oxo-4,5,6,7-tetrahydro-benzofuran-3-carboxylic acid). RXN SMILES: [CH3:1][C:2]1([CH3:10])[CH2:7][C:6](=[O:8])[CH2:5][C:4](=[O:9])[CH2:3]1.[OH-].[K+].C([O:15][C:16](=[O:21])[C:17](=O)[CH2:18]Br)C.[OH-].[Na+].Cl>CO>[CH3:1][C:2]1([CH3:10])[CH2:3][C:4](=[O:9])[C:5]2[C:17]([C:16]([OH:21])=[O:15])=[CH:18][O:8][C:6]=2[CH2:7]1 |f:1.2,4.5|. Procedure details: 5,5-Dimethyl-1,3-cyclohexandione is dissolved in 15 ml of methanol and cooled to 0° C. A solution of KOH (2 g, 35.7 mmol) in 15 ml of methanol is added drop wise. A solution of 3-bromo-2-oxo-propionic acid ethyl ester (4.7 ml, 37.5 mmol) in 15 ml of methanol is added drop wise. The mixture is allowed to warm up to room temperature and is stirred for 16 h. Then 15 ml of a 45% aqueous sodium hydroxide solution is added. After additional 4 h at room temperature, 25 ml of concentrated HCl is added. ... The reactants are CC=1C=C2C(C(NC2=CC1C)=O)=O (5,6-dimethyl-1H-indole-2,3-dione), C1=CC(=CC=C1NN)S(=O)(=O)N.Cl (4-sulfonamidophenylhydrazine hydrochloride). Product: CC=1C=C2C(C(NC2=CC1C)=O)=NNC1=CC=C(C=C1)S(=O)(=O)N (4-[N′-(5,6-Dimethyl-2-oxo-1,2-dihydro-indol-3-ylidene)-hydrazino]-benzenesulfonamide). Yield: 32.0%. As a reaction SMILES: [CH3:1][C:2]1[CH:3]=[C:4]2[C:8](=[CH:9][C:10]=1[CH3:11])[NH:7][C:6](=[O:12])[C:5]2=O.[CH:14]1[C:19]([NH:20][NH2:21])=[CH:18][CH:17]=[C:16]([S:22]([NH2:25])(=[O:24])=[O:23])[CH:15]=1.Cl>>[CH3:1][C:2]1[CH:3]=[C:4]2[C:8](=[CH:9][C:10]=1[CH3:11])[NH:7][C:6](=[O:12])[C:5]2=[N:21][NH:20][C:19]1[CH:18]=[CH:17][C:16]([S:22]([NH2:25])(=[O:23])=[O:24])=[CH:15][CH:14]=1 |f:1.2|. Procedure: The title compound was prepared from 5,6-dimethyl-1H-indole-2,3-dione and 4-sulfonamidophenylhydrazine hydrochloride according to Procedure G in 32% yield: 1H NMR (DMSO-d6): δ2.22 (s, 3H), 2.24 (s, 3H), 6.72 (s, 1H), 7.23 (s, 2H), 7.36 (s, 1H), 7.52 (d, J=8.8 Hz, 2H), 7.77 (d, J=8.8 Hz, 2H), 10.93 (s, 1H), 12.71 (s, 1H). APCI−MS m/z343 (M−H)−. Anal. Calcd for C16H16N4O3S: C, 55.80, H, 4.68; N, 16.27; S, 9.31. Found C, 55.78, H, 4.74; N, 16.37; S, 9.22. The reactants are Cl (HCl), O1CCOCC1 (1,4-dioxane), O1C2=C(OCC1)C(=CC=C2)C(CCCC(=O)OC)NS(=O)C(C)(C)C (methyl 5-(2,3-dihydrobenzo[b][1,4]dioxin-5-yl)-5-(1,1-dimethylethylsulfinamido)pentanoate). Run in CO (MeOH). Conditions: temperature 0 celsius, time 10 minute. Product: NC(CCCC(=O)OC)C1=CC=CC=2OCCOC21 (methyl 5-amino-5-(2,3-dihydrobenzo[b][1,4]dioxin-5-yl)pentanoate). Reaction SMILES: [O:1]1[CH2:6][CH2:5][O:4][C:3]2[C:7]([CH:11]([NH:19]S(C(C)(C)C)=O)[CH2:12][CH2:13][CH2:14][C:15]([O:17][CH3:18])=[O:16])=[CH:8][CH:9]=[CH:10][C:2]1=2.Cl.O1CCOCC1>CO>[NH2:19][CH:11]([C:7]1[C:3]2[O:4][CH2:5][CH2:6][O:1][C:2]=2[CH:10]=[CH:9][CH:8]=1)[CH2:12][CH2:13][CH2:14][C:15]([O:17][CH3:18])=[O:16]. Procedure: A cooled (0° C.) slightly yellow solution of methyl 5-(2,3-dihydrobenzo[b][1,4]dioxin-5-yl)-5-(1,1-dimethylethylsulfinamido)pentanoate (160 mg; 0.43 mmol) in MeOH (2 ml) was treated dropwise with a solution of 4 M HCl in 1,4-dioxane (0.22 ml; 0.88 mmol). The resulting yellow mixture was further stirred at 0° C., under nitrogen, for 10 min., and then at rt for 1 h. The reaction mixture was then concentrated to dryness under reduced pressure and the yellow oily residue was further dried under HV t... Reactants: C(C1=CC=CC=C1)N1C(C2C(C2C1)(C1=CC(=CC=C1)[N+](=O)[O-])C)=O (3-benzyl-6-methyl-6-(3-nitrophenyl)-3-azabicyclo[3.1.0]hexan-2-one), O (water), [Cl-].[Ca+2].[Cl-] (calcium chloride). The reagents and catalysts are [Fe] (iron). The solvent is C(C)O (ethanol). Product: NC=1C=C(C=CC1)C1(C2CN(C(C12)=O)CC1=CC=CC=C1)C (6-(3-Aminophenyl)-3-benzyl-6-methyl-3-azabicyclo[3.1.0]hexan-2-one). Yield: 95.4%. As a reaction SMILES: [CH2:1]([N:8]1[CH2:13][CH:12]2[CH:10]([C:11]2([CH3:23])[C:14]2[CH:19]=[CH:18][CH:17]=[C:16]([N+:20]([O-])=O)[CH:15]=2)[C:9]1=[O:24])[C:2]1[CH:7]=[CH:6][CH:5]=[CH:4][CH:3]=1.O.[Cl-].[Ca+2].[Cl-]>C(O)C.[Fe]>[NH2:20][C:16]1[CH:15]=[C:14]([C:11]2([CH3:23])[CH:10]3[CH:12]2[CH2:13][N:8]([CH2:1][C:2]2[CH:3]=[CH:4][CH:5]=[CH:6][CH:7]=2)[C:9]3=[O:24])[CH:19]=[CH:18][CH:17]=1 |f:2.3.4|. Procedure details: To a solution of 3-benzyl-6-methyl-6-(3-nitrophenyl)-3-azabicyclo[3.1.0]hexan-2-one (Preparation 28, 2 g, 6.2 mmol) in absolute ethanol (170 ml) was added water (30 ml), calcium chloride (344 mg, 3.1 mmol) and iron powder (3.02 g, 53.8 mmol). The mixture was heated to reflux under nitrogen for 4 h, then cooled. The solution was filtered through silica (10 g) eluting with methanol, then concentrated in vacuo to give the title compound as a white solid (1.73 g, 95%). Starting materials: COC(=O)C1=C(N=C(S1)NC(=O)OC(C)(C)C)C1=CC=C(C=C1)C(NC1CC1)=O (2-tert-Butoxycarbonylamino-4-(4-cyclopropylcarbamoyl-phenyl)-thiazole-5-carboxylic acid methyl ester), C(=O)(C(F)(F)F)O (TFA). The solvent is ClCCl (dichloromethane). Reaction conditions: time 2 hour. Yields the product COC(=O)C1=C(N=C(S1)N)C1=CC=C(C=C1)C(NC1CC1)=O (2-Amino-4-(4-cyclopropylcarbamoyl-phenyl)-thiazole-5-carboxylic acid methyl ester). As a reaction SMILES: [CH3:1][O:2][C:3]([C:5]1[S:9][C:8]([NH:10]C(OC(C)(C)C)=O)=[N:7][C:6]=1[C:18]1[CH:23]=[CH:22][C:21]([C:24](=[O:29])[NH:25][CH:26]2[CH2:28][CH2:27]2)=[CH:20][CH:19]=1)=[O:4].C(O)(C(F)(F)F)=O>ClCCl>[CH3:1][O:2][C:3]([C:5]1[S:9][C:8]([NH2:10])=[N:7][C:6]=1[C:18]1[CH:19]=[CH:20][C:21]([C:24](=[O:29])[NH:25][CH:26]2[CH2:28][CH2:27]2)=[CH:22][CH:23]=1)=[O:4]. Procedure: A mixture of 2-tert-Butoxycarbonylamino-4-(4-cyclopropylcarbamoyl-phenyl)-thiazole-5-carboxylic acid methyl ester (0.28 g, 6.71 mmol) and TFA (5 mL) in dichloromethane (5 mL) was stirred at room temperature for 2 h. The mixture was concentrated in vacuo to give 2-Amino-4-(4-cyclopropylcarbamoyl-phenyl)-thiazole-5-carboxylic acid methyl ester; MS: 417.1 (M+H+). Starting materials: C1CNCCN1, C1=CC=C(C=C1)COC2=C(C=C(C=C2)Br)F. The reagents and catalysts are CC(C)(C)[O-].[Na+], C1=CC=C(C=C1)P(C2=CC=CC=C2)C3=C(C4=CC=CC=C4C=C3)C5=C(C=CC6=CC=CC=C65)P(C7=CC=CC=C7)C8=CC=CC=C8, C1=CC=C(C=C1)/C=C/C(=O)/C=C/C2=CC=CC=C2.C1=CC=C(C=C1)/C=C/C(=O)/C=C/C2=CC=CC=C2.C1=CC=C(C=C1)/C=C/C(=O)/C=C/C2=CC=CC=C2.[Pd].[Pd]. The solvent is CC1=CC=CC=C1. Conditions: temperature 110 celsius. Yields the product C1CN(CCN1)C2=CC(=C(C=C2)OCC3=CC=CC=C3)F. Isolated yield 71.6%. Reported procedure: sodium 2-methylpropan-2-olate (6.43 g, 66.88 mmol) was added to 1-(benzyloxy)-4-bromo-2-fluorobenzene (13.43 g, 47.77 mmol) and piperazine (24.69 g, 286.64 mmol) in toluene (140 mL). The resulting mixture was bubbled with nitrogen for 10 minutes then 2,2'-bis(diphenylphosphino)-1,1'-binaphthyl (2.97 g, 4.78 mmol) and TRIS(DIBENZYLIDENEACETONE)DIPALLADIUM(0) (1.094 g, 1.19 mmol) were added and the mixture was stirred at 110 °C for 20 hours. The reaction mixture was cooled to room temperature then... Yields the product CC1=C(NS(=O)(=O)CCC)C(=CC=C1)C (2',6'-dimethyl-1-propanesulphonanilide), coloured crystals. The reactants are C(CC)S(=O)(=O)Cl (1-propanesulphonyl chloride), CC1=C(N)C(=CC=C1)C (2,6-dimethylaniline). The solvent is C1(=CC=CC=C1)C (toluene), C1(=CC=CC=C1)C (toluene). The yield is 55.0%. Reaction SMILES: [CH2:1]([S:4](Cl)(=[O:6])=[O:5])[CH2:2][CH3:3].[CH3:8][C:9]1[CH:15]=[CH:14][CH:13]=[C:12]([CH3:16])[C:10]=1[NH2:11]>C1(C)C=CC=CC=1>[CH3:8][C:9]1[CH:15]=[CH:14][CH:13]=[C:12]([CH3:16])[C:10]=1[NH:11][S:4]([CH2:1][CH2:2][CH3:3])(=[O:6])=[O:5]. Reported procedure: A solution of 1-propanesulphonyl chloride (25 ml) in toluene (50 ml) was added during 15 minutes to a stirred solution of 2,6-dimethylaniline (55 ml) in toluene (400 ml). The mixture was stirred and boiled under reflux for 20 hours, then cooled and filtered. The toluene solution was washed with dilute hydrochloric acid (3 times) and water, then extracted (3 times) with dilute sodium hydroxide solution. The aqueous alkaline solution was acidified with dilute hydrochloric acid, and the product col... Starting materials: ClC1=NC=C(C2=C(C=CC=C12)C)C(=O)O (1-chloro-5-methylisoquinolin-4-carboxylic acid), C1OCC12CCNCC2 (2-oxa-7-azaspiro[3.5]nonane). The product is ClC1=NC=C(C2=C(C=CC=C12)C)C(=O)N1CCC2(COC2)CC1 ((1-Chloro-5-methylisoquinolin-4-yl)(2-oxa-7-azaspiro[3.5]nonan-7-yl)methanone). Reaction SMILES: [Cl:1][C:2]1[C:11]2[C:6](=[C:7]([CH3:12])[CH:8]=[CH:9][CH:10]=2)[C:5]([C:13]([OH:15])=O)=[CH:4][N:3]=1.[CH2:16]1[C:19]2([CH2:24][CH2:23][NH:22][CH2:21][CH2:20]2)[CH2:18][O:17]1>>[Cl:1][C:2]1[C:11]2[C:6](=[C:7]([CH3:12])[CH:8]=[CH:9][CH:10]=2)[C:5]([C:13]([N:22]2[CH2:23][CH2:24][C:19]3([CH2:16][O:17][CH2:18]3)[CH2:20][CH2:21]2)=[O:15])=[CH:4][N:3]=1. Reported procedure: The title compound was prepared by using 1-chloro-5-methylisoquinolin-4-carboxylic acid (Intermediate-10) and 2-oxa-7-azaspiro[3.5]nonane by following the similar procedure as described for intermediate-11a.